Dataset: the Open Reaction Database (ORD), a public repository of structured organic reaction records. Task: describe an organic reaction: reactants, conditions, products, and yield The reactants are CN(C)C=O, C[O-], OCCCCl, [Na+], O=C(c1ccc(O)cc1)c1c[nH]c2ccccc12. The product is O=C(c1ccc(OCCCO)cc1)c1c[nH]c2ccccc12. RXN SMILES: [CH3:24][N:25]([CH3:26])[CH:27]=[O:28].[CH3:29][O-:30].[Cl:19][CH2:20][CH2:21][CH2:22][OH:23].[Na+:31].[OH:1][c:2]1[cH:3][cH:4][c:5]([C:6](=[O:7])[c:8]2[cH:9][nH:10][c:11]3[cH:12][cH:13][cH:14][cH:15][c:16]23)[cH:17][cH:18]1>>[O:1]([c:2]1[cH:3][cH:4][c:5]([C:6](=[O:7])[c:8]2[cH:9][nH:10][c:11]3[cH:12][cH:13][cH:14][cH:15][c:16]23)[cH:17][cH:18]1)[CH2:20][CH2:21][CH2:22][OH:23]. The reactants are CN(C)C=O, Cl, FC(F)(F)C(F)(F)I, [H-], [Na+], CC1(C)C=Cc2cc(S)ccc2O1. Product: CC1(C)C=Cc2cc(SC(F)(F)C(F)(F)F)ccc2O1. Reaction SMILES: [CH3:25][N:26]([CH3:27])[CH:28]=[O:29].[ClH:24].[F:16][C:17]([C:18]([F:19])([F:20])[F:21])([F:22])[I:23].[H-:14].[Na+:15].[SH:1][c:2]1[cH:3][cH:4][c:5]2[c:6]([cH:13]1)[CH:7]=[CH:8][C:9]([CH3:11])([CH3:12])[O:10]2>>[S:1]([c:2]1[cH:3][cH:4][c:5]2[c:6]([cH:13]1)[CH:7]=[CH:8][C:9]([CH3:11])([CH3:12])[O:10]2)[C:17]([F:16])([C:18]([F:19])([F:20])[F:21])[F:22]. Reactants: CCOC(=O)NC(C(=O)O)c1ccccc1, COC(=O)C1CCCN1, Cl. The product is CCOC(=O)NC(C(=O)N1CCCC1C(=O)OC)c1ccccc1. As a reaction SMILES: [CH2:1]([CH3:2])[O:3][C:4](=[O:5])[NH:6][CH:7]([C:8](=[O:9])[OH:10])[c:11]1[cH:12][cH:13][cH:14][cH:15][cH:16]1.[CH3:18][O:19][C:20]([CH:21]1[NH:22][CH2:23][CH2:24][CH2:25]1)=[O:26].[ClH:17]>>[CH2:1]([CH3:2])[O:3][C:4](=[O:5])[NH:6][CH:7]([C:8](=[O:10])[N:22]1[CH:21]([C:20]([O:19][CH3:18])=[O:26])[CH2:25][CH2:24][CH2:23]1)[c:11]1[cH:12][cH:13][cH:14][cH:15][cH:16]1. Reactants: FC=1C=C(N)C=CC1 (3-fluoroaniline), N (ammonia), ice water, ClC1=NC(=CC(=N1)C)C1CC1 (2-chloro-4-methyl-6-cyclopropylpyrimidine), Cl (hydrochloric acid). Solvent: C(C)O (ethanol). The product is FC=1C=C(C=CC1)NC1=NC(=CC(=N1)C)C1CC1 (2-(M-FLUOROPHENYLAMINO)-4-METHYL-6-CYCLOPROPYLPYRIMIDINE). RXN SMILES: [F:1][C:2]1[CH:3]=[C:4]([CH:6]=[CH:7][CH:8]=1)[NH2:5].Cl[C:10]1[N:15]=[C:14]([CH3:16])[CH:13]=[C:12]([CH:17]2[CH2:19][CH2:18]2)[N:11]=1.Cl.N>C(O)C>[F:1][C:2]1[CH:3]=[C:4]([NH:5][C:10]2[N:15]=[C:14]([CH3:16])[CH:13]=[C:12]([CH:17]3[CH2:19][CH2:18]3)[N:11]=2)[CH:6]=[CH:7][CH:8]=1. Procedure: A solution of 5.5 g (50 mmol) of 3-fluoroaniline and 9.3 g (55 mmol) of 2-chloro-4-methyl-6-cyclopropylpyrimidine in 100 ml of ethanol is adjusted to pH 1 with 5 ml of concentrated hydrochloric acid, with stirring, and is then heated under reflux for 18 hours. After the brown emulsion has been cooled to room temperature, it is rendered alkaline with 10 ml of 30% ammonia, poured onto 100 ml of ice-water and extracted twice with 150 ml of diethyl ether each time. The combined extracts are washed w...